This data is from the Open Reaction Database (ORD), a public repository of structured organic reaction records. The task is: describe an organic reaction: reactants, conditions, products, and yield Starting materials: CI (methyl iodide), C(C)S(=O)(=O)NC1CCCOC2=C1C=CC=C2 (5-ethylsulfonylamino-2,3,4,5-tetrahydro-1-benzoxepine), [H-].[Na+] (sodium hydride). The solvent is C1CCOC1 (THF), C1CCOC1 (THF). Run at time 3 hour. Yields the product C(C)S(=O)(=O)N(C)C1CCCOC2=C1C=CC=C2 (5-(N-ethylsulfonyl-N-methylamino)-2,3,4,5-tetrahydro-1-benzoxepine). Isolated yield 95.2%. RXN SMILES: [CH2:1]([S:3]([NH:6][CH:7]1[C:13]2[CH:14]=[CH:15][CH:16]=[CH:17][C:12]=2[O:11][CH2:10][CH2:9][CH2:8]1)(=[O:5])=[O:4])[CH3:2].[H-].[Na+].[CH3:20]I>C1COCC1>[CH2:1]([S:3]([N:6]([CH:7]1[C:13]2[CH:14]=[CH:15][CH:16]=[CH:17][C:12]=2[O:11][CH2:10][CH2:9][CH2:8]1)[CH3:20])(=[O:5])=[O:4])[CH3:2] |f:1.2|. Procedure details: A solution of 1.0 g (3.9 mmol) of 5-ethylsulfonylamino-2,3,4,5-tetrahydro-1-benzoxepine in 15 ml of THF were added dropwise under nitrogen to a suspension of 0.16 g (5.4 mmol) of 80 percent sodium hydride in 10 ml of THF. After stirring at RT for 3 h, 1.6 g (11 mmol) of methyl iodide were added dropwise and the mixture was additionally stirred overnight at RT. After distilling off the solvent, the residue was treated with water and extracted with EA. The organic phase was concentrated in vacuo a...